Dataset: the Open Reaction Database (ORD), a public repository of structured organic reaction records. Task: describe an organic reaction: reactants, conditions, products, and yield Starting materials: NC=1SC(=CC1C(=O)O)C (2-amino-5-methyl thiophene-3-carboxylic acid), O1CCOCC1 (dioxane), C(=O)(Cl)Cl (Phosgene), solution. The solvent is C1(=CC=CC=C1)C (toluene). Reaction conditions: temperature 5 celsius. Product: CC1=CC2=C(NC(OC2=O)=O)S1 (6-methyl-1H-thieno[2,3-d][1,3]oxazine-2,4-dione). Yield: 100.0%. RXN SMILES: [NH2:1][C:2]1[S:3][C:4]([CH3:10])=[CH:5][C:6]=1[C:7]([OH:9])=[O:8].[O:11]1CCOC[CH2:12]1.C(Cl)(Cl)=O>C1(C)C=CC=CC=1>[CH3:10][C:4]1[S:3][C:2]2[NH:1][C:12](=[O:11])[O:8][C:7](=[O:9])[C:6]=2[CH:5]=1. Procedure: step 2—A suspension of 60b (4.0 g, 25.5 mmol) and dioxane (65 mL) was cooled to 5° C. Phosgene (22.5 mL of a 20% solution in toluene, 45.9 mmol) was added dropwise through a septum. The flask was equipped with a condenser and the mixture was refluxed for 4 h. After cooling the solvents were evaporated in vacuo to afford 5.0 g (100%) of 6-methyl-1H-thieno[2,3-d][1,3]oxazine-2,4-dione (61a) which was used without purification: ms [M−H]=182. The reactants are C(C=C)O (allyl alcohol), Cl.C(C)N=C=NCCCN(C)C (1-ethyl-3-(3-dimethylaminopropyl)carbodiimide hydrochloride), N1C=CC2=CC=C(C=C12)CC(=O)O (2-(indol-6-yl)acetic acid), aqueous solution, Cl (hydrochloric acid). Reagents/catalysts: CN(C1=CC=NC=C1)C (4-dimethylaminopyridine). Solvent: C(Cl)Cl (methylene chloride). Product: N1C=CC2=CC=C(C=C12)CC(=O)OCC=C (Allyl 2-(indol-6-yl)acetate). Yield: 86.8%. As a reaction SMILES: Cl.C(N=C=N[CH2:7][CH2:8][CH2:9]N(C)C)C.[NH:13]1[C:21]2[C:16](=[CH:17][CH:18]=[C:19]([CH2:22][C:23]([OH:25])=[O:24])[CH:20]=2)[CH:15]=[CH:14]1.C(O)C=C.Cl>CN(C)C1C=CN=CC=1.C(Cl)Cl>[NH:13]1[C:21]2[C:16](=[CH:17][CH:18]=[C:19]([CH2:22][C:23]([O:25][CH2:9][CH:8]=[CH2:7])=[O:24])[CH:20]=2)[CH:15]=[CH:14]1 |f:0.1|. Procedure details: 750 mg of 1-ethyl-3-(3-dimethylaminopropyl)carbodiimide hydrochloride were added to a solution of 450 mg of 2-(indol-6-yl)acetic acid [synthesized according to the procedures described in Chem. Pharm. Bull., 20, 2163 (1972)], 0.27 ml of allyl alcohol and 480 mg of 4-dimethylaminopyridine in 20 ml of methylene chloride, at room temperature, and the resulting mixture was stirred overnight. After completion of the reaction, the reaction mixture was acidified by the addition of a 3% aqueous solution...